This data is from the Open Reaction Database (ORD), a public repository of structured organic reaction records. The task is: describe an organic reaction: reactants, conditions, products, and yield Reactants: O (water), O (Water), [Na].FC=1C(=C(C=CC1)NC(=N)C1=CC=CC=C1)C (N-(3-fluoro-2-methylphenyl)benzenecarboximidamide sodium salt), [Na].FC=1C(=C(C=CC1)NC(=N)C1=CC=CC=C1)C (N-(3-fluoro-2-methylphenyl)benzenecarboximidamide sodium salt), C(C)OC=C(C(=O)OCC)C(=O)OCC (diethyl ethoxymethylenemalonate), C([O-])(O)=O.[Na+] (sodium bicarbonate). Run in C(C)#N (acetonitrile). Reaction conditions: time 30 minute. Yields the product FC=1C(=C(C=CC1)N1C(=NC=C(C1=O)C(=O)O)C1=CC=CC=C1)C (1-(3-fluoro-2-methylphenyl)-1,6-dihydro-6-oxo-2-phenyl-5-pyrimidinecarboxylic acid). As a reaction SMILES: [Na].[F:2][C:3]1[C:4]([CH3:18])=[C:5]([NH:9][C:10]([C:12]2[CH:17]=[CH:16][CH:15]=[CH:14][CH:13]=2)=[NH:11])[CH:6]=[CH:7][CH:8]=1.C([O:21][CH:22]=[C:23]([C:29](OCC)=O)[C:24]([O:26]CC)=[O:25])C.O.C(=O)(O)[O-].[Na+]>C(#N)C>[F:2][C:3]1[C:4]([CH3:18])=[C:5]([N:9]2[C:22](=[O:21])[C:23]([C:24]([OH:26])=[O:25])=[CH:29][N:11]=[C:10]2[C:12]2[CH:13]=[CH:14][CH:15]=[CH:16][CH:17]=2)[CH:6]=[CH:7][CH:8]=1 |f:0.1,4.5,^1:0|. Procedure: To a stirred solution of N-(3-fluoro-2-methylphenyl)benzenecarboximidamide sodium salt (1:1) (i.e. the product from Example 5, Step A) (51.0 g, 200 mmol) in acetonitrile (300 mL) was added diethyl ethoxymethylenemalonate (44.04 g, 200 mmol). The reaction was stirred at room temperature for 30 min followed by the addition of water (3.6 mL, 200 mmol). The reaction was then stirred for another 30 min Water (100 mL) was added to the residue, followed by a saturated solution of sodium bicarbonate (30... The reactants are CC(=O)c1ccc(C=O)cc1, C1COCCN1, NC(=O)C(=O)C(Cc1ccccc1)NC(=O)c1cccnc1-n1cc(-c2ccccc2)cn1, C1CCOC1, O=S(=O)([O-])C(F)(F)F, O=S(=O)([O-])C(F)(F)F, O=S(=O)([O-])C(F)(F)F, [Sc+3]. The product is CC(=O)c1ccc(CN2CCOCC2)cc1. Reaction SMILES: [C:1]([CH3:2])(=[O:3])[c:4]1[cH:5][cH:6][c:7]([CH:8]=[O:9])[cH:10][cH:11]1.[CH2:12]1[CH2:13][O:14][CH2:15][CH2:16][NH:17]1.[NH2:18][C:19](=[O:20])[C:21](=[O:22])[CH:23]([NH:24][C:25](=[O:26])[c:27]1[cH:28][cH:29][cH:30][n:31][c:32]1-[n:33]1[cH:34][c:35](-[c:36]2[cH:37][cH:38][cH:39][cH:40][cH:41]2)[cH:42][n:43]1)[CH2:44][c:45]1[cH:46][cH:47][cH:48][cH:49][cH:50]1.[O:51]1[CH2:52][CH2:53][CH2:54][CH2:55]1.[S:56]([O-:57])([C:58]([F:59])([F:60])[F:61])(=[O:62])=[O:63].[S:65]([O-:66])([C:67]([F:68])([F:69])[F:70])(=[O:71])=[O:72].[S:73]([O-:74])([C:75]([F:76])([F:77])[F:78])(=[O:79])=[O:80].[Sc+3:64]>>[C:1]([CH3:2])(=[O:3])[c:4]1[cH:5][cH:6][c:7]([CH2:8][N:17]2[CH2:12][CH2:13][O:14][CH2:15][CH2:16]2)[cH:10][cH:11]1. The reactants are CCCCOc1ccc(-c2ccc3c(c2)C=C(C(=O)OC)CCS3(=O)=O)cc1, COCCOC, Cl. Yields the product CCCCOc1ccc(-c2ccc3c(c2)C=C(C(=O)O)CCS3(=O)=O)cc1. As a reaction SMILES: [CH2:1]([CH2:2][CH2:3][CH3:4])[O:5][c:6]1[cH:7][cH:8][c:9](-[c:12]2[cH:13][cH:14][c:15]3[c:16]([cH:28]2)[CH:17]=[C:18]([C:24](=[O:25])[O:26][CH3:27])[CH2:19][CH2:20][S:21]3(=[O:22])=[O:23])[cH:10][cH:11]1.[CH3:30][O:31][CH2:32][CH2:33][O:34][CH3:35].[ClH:29]>>[CH2:1]([CH2:2][CH2:3][CH3:4])[O:5][c:6]1[cH:7][cH:8][c:9](-[c:12]2[cH:13][cH:14][c:15]3[c:16]([cH:28]2)[CH:17]=[C:18]([C:24](=[O:25])[OH:26])[CH2:19][CH2:20][S:21]3(=[O:22])=[O:23])[cH:10][cH:11]1. The reactants are Cl.NC1=NC(CCC1)C(=O)O (2-Amino-3,4,5,6-tetrahydropyridine-6-carboxylic acid HCl), S(=O)(Cl)Cl (thionyl chloride), CO (methanol). Yields the product Cl.NC1=NC(CCC1)C(=O)OC (2-Amino-6-methoxycarbonyl-3,4,5,6-tetrahydropyridine HCL). Yield: 31.0%. Reaction SMILES: Cl.[NH2:2][C:3]1[CH2:8][CH2:7][CH2:6][CH:5]([C:9]([OH:11])=[O:10])[N:4]=1.S(Cl)([Cl:14])=O.[CH3:16]O>>[ClH:14].[NH2:2][C:3]1[CH2:8][CH2:7][CH2:6][CH:5]([C:9]([O:11][CH3:16])=[O:10])[N:4]=1 |f:0.1,4.5|. Procedure details: 2-Amino-3,4,5,6-tetrahydropyridine-6-carboxylic acid HCl (1.99 g, 11.1 mmol) was suspended in anhydrous methanol (100 ml), and thionyl chloride (0.8 ml, 11.1 mmol) was added dropwise with stirring at room temperature. The resulting solution was refluxed overnight and then evaporated to dryness in vacuo. The resulting crude white solid was recrystallized from ethanol to give white crystals 656 mg (31%) mp 132°-134° C., identified as product by 300 MHz nmr and ir 1753 cm-1. Calculated: C 43.64, H ... The reactants are C1(=CC=CC=C1)C(C1=CC=CC=C1)NC(=O)C=1N=CNC1 (4-{[(diphenylmethyl)amino]carbonyl}-1H-imidazole), [F-].[K+] (potassium fluoride on alumina), BrC(C#N)CCCCCC (α-bromo-octanonitrile). Run in CN(C=O)C (dimethylformamide). The product is C(CCCCC)C(C#N)N1C=NC(=C1)C(=O)NC(C1=CC=CC=C1)C1=CC=CC=C1 (α-Hexyl-4-{[(diphenylmethyl)amino]carbonyl}-1H-imidazole-1-acetonitrile). Yield: 49.8%. RXN SMILES: [C:1]1([CH:7]([NH:14][C:15]([C:17]2[N:18]=[CH:19][NH:20][CH:21]=2)=[O:16])[C:8]2[CH:13]=[CH:12][CH:11]=[CH:10][CH:9]=2)[CH:6]=[CH:5][CH:4]=[CH:3][CH:2]=1.[F-].[K+].Br[CH:25]([CH2:28][CH2:29][CH2:30][CH2:31][CH2:32][CH3:33])[C:26]#[N:27]>CN(C)C=O>[CH2:28]([CH:25]([N:20]1[CH:21]=[C:17]([C:15]([NH:14][CH:7]([C:1]2[CH:6]=[CH:5][CH:4]=[CH:3][CH:2]=2)[C:8]2[CH:13]=[CH:12][CH:11]=[CH:10][CH:9]=2)=[O:16])[N:18]=[CH:19]1)[C:26]#[N:27])[CH2:29][CH2:30][CH2:31][CH2:32][CH3:33] |f:1.2|. Procedure details: To a solution of 1.67 g of 4-{[(diphenylmethyl)amino]carbonyl}-1H-imidazole in 100 ml of dimethylformamide were added 5.03 g of potassium fluoride on alumina. With stirring, 1.35 g of α-bromo-octanonitrile were added. The solution was stirred at room temperature overnight and then concentrated in vacuo. The residue was taken up in ethyl acetate, washed with water, washed with a saturated sodium chloride solution, dried over magnesium sulfate, and concentrated in vacuo. NMR indicated a mixture of...